Dataset: the Open Reaction Database (ORD), a public repository of structured organic reaction records. Task: describe an organic reaction: reactants, conditions, products, and yield Reactants: FC1(C(C1)C(=O)O)F (2,2-difluorocyclopropanecarboxylic acid), Cl.NC=1N=C2N(N=C(C=C2)OC=2C=CC(=C(C2)NC(=O)C2=CC(=NN2C)C)C)C1 (N-{5-[(2-aminoimidazo[1,2-b]pyridazin-6-yl)oxy]-2-methylphenyl}-1,3-dimethyl-1H-pyrazole-5-carboxamide hydrochloride), O1CCCC1 (tetrahydrofuran), C(C(=O)Cl)(=O)Cl (oxalyl chloride). Reagents/catalysts: CN(C=O)C (N,N-dimethylformamide). Solvent: CN(C(C)=O)C (N,N-dimethylacetamide). The product is FC1(C(C1)C(=O)NC=1N=C2N(N=C(C=C2)OC=2C=CC(=C(C2)NC(=O)C2=CC(=NN2C)C)C)C1)F (N-{5-[(2-{[(2,2-difluorocyclopropyl)carbonyl]amino}imidazo[1,2-b]pyridazin-6-yl)oxy]-2-methylphenyl}-1,3-dimethyl-1H-pyrazole-5-carboxamide). Yield: 72.7%. Reaction SMILES: [F:1][C:2]1([F:8])[CH2:4][CH:3]1[C:5](O)=[O:6].O1CCCC1.C(Cl)(=O)C(Cl)=O.Cl.[NH2:21][C:22]1[N:23]=[C:24]2[CH:29]=[CH:28][C:27]([O:30][C:31]3[CH:32]=[CH:33][C:34]([CH3:47])=[C:35]([NH:37][C:38]([C:40]4[N:44]([CH3:45])[N:43]=[C:42]([CH3:46])[CH:41]=4)=[O:39])[CH:36]=3)=[N:26][N:25]2[CH:48]=1>CN(C)C=O.CN(C)C(=O)C>[F:1][C:2]1([F:8])[CH2:4][CH:3]1[C:5]([NH:21][C:22]1[N:23]=[C:24]2[CH:29]=[CH:28][C:27]([O:30][C:31]3[CH:32]=[CH:33][C:34]([CH3:47])=[C:35]([NH:37][C:38]([C:40]4[N:44]([CH3:45])[N:43]=[C:42]([CH3:46])[CH:41]=4)=[O:39])[CH:36]=3)=[N:26][N:25]2[CH:48]=1)=[O:6] |f:3.4|. Procedure details: In the same manner as in Example 259 and using 2,2-difluorocyclopropanecarboxylic acid (88 mg, 0.60 mmol), tetrahydrofuran (5 mL), N,N-dimethylformamide (1 drop), oxalyl chloride (74 μL, 0.86 mmol), N-{5-[(2-aminoimidazo[1,2-b]pyridazin-6-yl)oxy]-2-methylphenyl}-1,3-dimethyl-1H-pyrazole-5-carboxamide hydrochloride (250 mg, 0.60 mmol) and N,N-dimethylacetamide (7 mL) as starting materials, the title compound (210 mg, 73%) was obtained as a white solid. Reactants: Cc1ccc(Sc2ccccc2)c(N)c1, CCc1ccc2c(Cl)ccnc2n1. The product is Cl, CCc1ccc2c(Nc3cc(C)ccc3Sc3ccccc3)ccnc2n1. As a reaction SMILES: [CH3:14][c:15]1[cH:16][cH:17][c:18]([S:22][c:23]2[cH:24][cH:25][cH:26][cH:27][cH:28]2)[c:19]([NH2:21])[cH:20]1.[Cl:1][c:2]1[c:3]2[cH:4][cH:5][c:6]([CH2:12][CH3:13])[n:7][c:8]2[n:9][cH:10][cH:11]1>>[ClH:1].[c:2]1([NH:21][c:19]2[c:18]([S:22][c:23]3[cH:24][cH:25][cH:26][cH:27][cH:28]3)[cH:17][cH:16][c:15]([CH3:14])[cH:20]2)[c:3]2[cH:4][cH:5][c:6]([CH2:12][CH3:13])[n:7][c:8]2[n:9][cH:10][cH:11]1. Yields the product Cc1cc(C)c(Cl)c(C)c1. The reactants are [Al+3], [Cl-], [Cl-], [Cl-], Cc1cc(C)c(OC(=O)Cl)c(C)c1. RXN SMILES: [Al+3:2].[Cl-:1].[Cl-:3].[Cl-:4].[Cl:5][C:6]([O:7][c:9]1[c:10]([CH3:17])[cH:11][c:12]([CH3:16])[cH:13][c:14]1[CH3:15])=[O:8]>>[Cl:1][c:9]1[c:10]([CH3:17])[cH:11][c:12]([CH3:16])[cH:13][c:14]1[CH3:15].